This data is from the Open Reaction Database (ORD), a public repository of structured organic reaction records. The task is: describe an organic reaction: reactants, conditions, products, and yield The reactants are C(C)OC(O[C@@H]1C=C[C@@H](C1)N1C2=NC(=NC(=C2N=C1)Cl)Cl)=O (Carbonic acid (1S,4R)-4-(2,6-dichloro-purin-9-yl)-cyclopent-2-enyl ester ethyl ester), C1(=CC=CC=C1)P(C1=CC=CC=C1)C1=CC=CC=C1 (triphenylphosphine), C(C)(C)(C)OC(NC(CC)=O)=O (propionyl-carbamic acid tert-butyl ester), C(C)(C)(C)OC(NC(CC)=O)=O (propionyl-carbamic acid tert-butyl ester). The reagents and catalysts are C=1C=CC(=CC1)/C=C/C(=O)/C=C/C2=CC=CC=C2.C=1C=CC(=CC1)/C=C/C(=O)/C=C/C2=CC=CC=C2.C=1C=CC(=CC1)/C=C/C(=O)/C=C/C2=CC=CC=C2.[Pd].[Pd] (tris(dibenzylideneacetone)dipalladium(0)). The solvent is C1CCOC1 (THF). Reaction conditions: time 1 hour. Yields the product C(C)(C)(C)OC(N(C(CC)=O)[C@@H]1C=C[C@@H](C1)N1C2=NC(=NC(=C2N=C1)Cl)Cl)=O ([(1S,4R)-4-(2,6-Dichloro-purin-9-yl)-cyclopent-2-enyl]-propionyl-carbamic acid tert-butyl ester). Reaction SMILES: C(OC(=O)O[C@H:6]1[CH2:10][C@@H:9]([N:11]2[CH:19]=[N:18][C:17]3[C:12]2=[N:13][C:14]([Cl:21])=[N:15][C:16]=3[Cl:20])[CH:8]=[CH:7]1)C.[C:23]([O:27][C:28](=[O:34])[NH:29][C:30](=[O:33])[CH2:31][CH3:32])([CH3:26])([CH3:25])[CH3:24].C1(P(C2C=CC=CC=2)C2C=CC=CC=2)C=CC=CC=1>C1C=CC(/C=C/C(/C=C/C2C=CC=CC=2)=O)=CC=1.C1C=CC(/C=C/C(/C=C/C2C=CC=CC=2)=O)=CC=1.C1C=CC(/C=C/C(/C=C/C2C=CC=CC=2)=O)=CC=1.[Pd].[Pd].C1COCC1>[C:23]([O:27][C:28](=[O:34])[N:29]([C@H:6]1[CH2:10][C@@H:9]([N:11]2[CH:19]=[N:18][C:17]3[C:12]2=[N:13][C:14]([Cl:21])=[N:15][C:16]=3[Cl:20])[CH:8]=[CH:7]1)[C:30](=[O:33])[CH2:31][CH3:32])([CH3:25])([CH3:24])[CH3:26] |f:3.4.5.6.7|. Reported procedure: Carbonic acid (1S,4R)-4-(2,6-dichloro-purin-9-yl)-cyclopent-2-enyl ester ethyl ester (1.00 g, 2.92 mmol), propionyl-carbamic acid tert-butyl ester (Intermediate W) (0.55 g, 3.21 mmol) and triphenylphosphine (0.115 g, 0.44 mmol) are placed under an inert atmosphere of Argon. THF (10 ml) is added followed by tris(dibenzylideneacetone)dipalladium(0) (0.13 g, 0.15 mmol). The reaction mixture is stirred at 50° for 1 hour. The solvent is removed in vacuo and purification by chromatography on silica el... The reactants are CC#N, CCc1c(-c2cc(-c3ccncc3)nnc2OC)[nH]c2ccccc12, CCO, O=CO, [Na+], [OH-], O. Product: CCc1c(-c2cc(-c3ccncc3)n[nH]c2=O)[nH]c2ccccc12. RXN SMILES: [C:27](#[N:28])[CH3:29].[CH2:1]([CH3:2])[c:3]1[c:4](-[c:12]2[c:13]([O:24][CH3:25])[n:14][n:15][c:16](-[c:18]3[cH:19][cH:20][n:21][cH:22][cH:23]3)[cH:17]2)[nH:5][c:6]2[cH:7][cH:8][cH:9][cH:10][c:11]12.[CH3:33][CH2:34][OH:35].[CH:30]([OH:31])=[O:32].[Na+:37].[OH-:36].[OH2:26]>>[CH2:1]([CH3:2])[c:3]1[c:4](-[c:12]2[c:13](=[O:24])[nH:14][n:15][c:16](-[c:18]3[cH:19][cH:20][n:21][cH:22][cH:23]3)[cH:17]2)[nH:5][c:6]2[cH:7][cH:8][cH:9][cH:10][c:11]12. Reactants: C1(=CC=CC=C1)C (toluene), IC=1OC(=C(N1)C)C(=O)OCC (ethyl 2-iodo-4-methyl-5-oxazolecarboxylate), C(C1=CC=CC=C1)NCC1=CC=CC=C1 (dibenzylamine). The solvent is C(C)OCC (ethyl ether). Reaction conditions: time 8 hour. Yields the product C1(=CC=CC=C1)CN(C=1OC(=C(N1)C)C(=O)OCC)CC1=CC=CC=C1 (Ethyl 2-[bis(phenylmethyl)amino]-4-methyl-5-oxazolecarboxylate). Yield: 57.1%. Reaction SMILES: C1(C)C=CC=CC=1.I[C:9]1[O:10][C:11]([C:15]([O:17][CH2:18][CH3:19])=[O:16])=[C:12]([CH3:14])[N:13]=1.[CH2:20]([NH:27][CH2:28][C:29]1[CH:34]=[CH:33][CH:32]=[CH:31][CH:30]=1)[C:21]1[CH:26]=[CH:25][CH:24]=[CH:23][CH:22]=1>C(OCC)C>[C:21]1([CH2:20][N:27]([CH2:28][C:29]2[CH:30]=[CH:31][CH:32]=[CH:33][CH:34]=2)[C:9]2[O:10][C:11]([C:15]([O:17][CH2:18][CH3:19])=[O:16])=[C:12]([CH3:14])[N:13]=2)[CH:22]=[CH:23][CH:24]=[CH:25][CH:26]=1. Procedure: A reaction vessel fitted with a calcium sulfate drying tube was charged with 5 ml of toluene, 0.56 g (2 mmol) of ethyl 2-iodo-4-methyl-5-oxazolecarboxylate and 2 ml (10 mmol) of dibenzylamine. The reaction mixture was stirred overnight at room temperature. The reaction mixture was then heated at reflux for 4 hours, cooled, and then diluted with ethyl ether. The mixture was washed with water, then with 5% hydrochloric acid, and then with water. The ether solution was dried with sodium sulfate and... The reactants are ( 5.00 ), OC1=C2C(=C(C=3C(C=C(C(C13)=O)OC)=O)O)C([C@]1(C2=O)CCC=2C=C3C=C(NC(C3=C(C21)O)=O)C=O)=O ((8S)-4′,9,9′-trihydroxy-6′-methoxy-1,1′,3′,5′,8′-pentaoxo-1,1′,2,3′,5′,6,7,8′-octahydrospiro[cyclopenta[g]isoquinoline-8,2′-cyclopenta[b]-naphthalene]-3-carbaldehyde), Br.N(N)C=1NCCN1 (2-hydrazino-2-imidazolin hydrobromide), C1=CC=C(C=C1)CNC(=O)CN2C=C(C3=CC=CC=C32)C=O (aldehyde resin), sulfonohydrazide. The solvent is FC(C(=O)O)(F)F (trifluoracetic acid), CN(C)C=O (DMF). Run at time 4.5 hour. The product is N1C(=NCC1)NN=CC=1NC(C2=C(C3=C(C=C2C1)CCC31C(C=3C(=C(C=2C(C=C(C(C2C3O)=O)OC)=O)O)C1=O)=O)O)=O (4′,9,9′-Trihydroxy-6′-methoxy-1,1′,3′,5′,8′-pentaoxo-1,1′,2,3′,5′,6,7,8′-octahydrospiro[cyclopenta[g]isoquinoline-8,2′-cyclopenta[b]-naphthalene]-3-carbaldehyde-4,5-dihydro-1H-imidazole-2-yl-hydrazone). Reaction SMILES: [OH:1][C:2]1[C:11]2[C:10](=[O:12])[C:9]([O:13][CH3:14])=[CH:8][C:7](=[O:15])[C:6]=2[C:5]([OH:16])=[C:4]2[C:17](=[O:37])[C@:18]3([C:32]4[C:31]([OH:33])=[C:30]5[C:25]([CH:26]=[C:27]([CH:35]=O)[NH:28][C:29]5=[O:34])=[CH:24][C:23]=4[CH2:22][CH2:21]3)[C:19](=[O:20])[C:3]=12.Br.[NH:39]([C:41]1[NH:42][CH2:43][CH2:44][N:45]=1)[NH2:40].C1C=CC(CNC(CN2C3C(=CC=CC=3)C(C=O)=C2)=O)=CC=1>CN(C=O)C.FC(F)(F)C(O)=O>[NH:45]1[CH2:44][CH2:43][N:42]=[C:41]1[NH:39][N:40]=[CH:35][C:27]1[NH:28][C:29](=[O:34])[C:30]2[C:25]([CH:26]=1)=[CH:24][C:23]1[CH2:22][CH2:21][C:18]3([C:17](=[O:37])[C:4]4=[C:5]([OH:16])[C:6]5[C:7](=[O:15])[CH:8]=[C:9]([O:13][CH3:14])[C:10](=[O:12])[C:11]=5[C:2]([OH:1])=[C:3]4[C:19]3=[O:20])[C:32]=1[C:31]=2[OH:33] |f:1.2|. Procedure: Five (5.00) mg (9.42 μmol) fredericamycin aldehyde (4) are dissolved in 500 μl DMF and 25 μl trifluoracetic acid. At room temperature, 2.05 mg (11.3 μmol) 2-hydrazino-2-imidazolin hydrobromide is added. After stirring for 4.5 h at room temperature, 1 equivalent each of Wang aldehyde resin and sulfonohydrazide resin are added and stirred for 2 h. Separation of the resin by filtration and concentration of the reaction solution at high vacuum. Reactants: BrCC1=CC=C(C=C1)C1=CC(=C(C(=C1)N(C1CCOCC1)CC)C)C(=O)NCC=1C(NC(=CC1C)C)=O (4′-(bromomethyl)-N-((4,6-dimethyl-2-oxo-1,2-dihydropyridin-3-yl)methyl)-5-(ethyl(tetrahydro-2H-pyran-4-yl)amino)-4-methyl-[1,1′-biphenyl]-3-carboxamide), N1C(COCC1)=O (morpholin-3-one), ice, [H-].[Na+] (sodium hydride). Run in CN(C)C=O (DMF). Conditions: time 10 minute. The product is CC1=C(C(NC(=C1)C)=O)CNC(=O)C=1C=C(C=C(C1C)N(C1CCOCC1)CC)C1=CC=C(C=C1)CN1C(COCC1)=O (N-((4,6-dimethyl-2-oxo-1,2-dihydropyridin-3-yl)methyl)-5-(ethyl(tetrahydro-2H-pyran-4-yl)amino)-4-methyl-4′-((3-oxomorpholino)methyl)-[1,1′-biphenyl]-3-carboxamide). Isolated yield 29.1%. Reaction SMILES: Br[CH2:2][C:3]1[CH:8]=[CH:7][C:6]([C:9]2[CH:14]=[C:13]([N:15]([CH2:22][CH3:23])[CH:16]3[CH2:21][CH2:20][O:19][CH2:18][CH2:17]3)[C:12]([CH3:24])=[C:11]([C:25]([NH:27][CH2:28][C:29]3[C:30](=[O:37])[NH:31][C:32]([CH3:36])=[CH:33][C:34]=3[CH3:35])=[O:26])[CH:10]=2)=[CH:5][CH:4]=1.[NH:38]1[CH2:43][CH2:42][O:41][CH2:40][C:39]1=[O:44].[H-].[Na+]>CN(C=O)C>[CH3:35][C:34]1[CH:33]=[C:32]([CH3:36])[NH:31][C:30](=[O:37])[C:29]=1[CH2:28][NH:27][C:25]([C:11]1[CH:10]=[C:9]([C:6]2[CH:7]=[CH:8][C:3]([CH2:2][N:38]3[CH2:43][CH2:42][O:41][CH2:40][C:39]3=[O:44])=[CH:4][CH:5]=2)[CH:14]=[C:13]([N:15]([CH2:22][CH3:23])[CH:16]2[CH2:17][CH2:18][O:19][CH2:20][CH2:21]2)[C:12]=1[CH3:24])=[O:26] |f:2.3|. Procedure: To an ice cooled stirred solution of 4′-(bromomethyl)-N-((4,6-dimethyl-2-oxo-1,2-dihydropyridin-3-yl)methyl)-5-(ethyl(tetrahydro-2H-pyran-4-yl)amino)-4-methyl-[1,1′-biphenyl]-3-carboxamide (250 mg, 0.44 mmol) and morpholin-3-one (67 mg, 0.66 mmol) in DMF (30 mL) was added sodium hydride (27 mg, 0.66 mmol). After 10 minutes, ice was removed and stirring continued for 16 h at room temperature. On completion, water was added and extracted with DCM (3 times). Combined organic layer was dried over so...